Task: describe an organic reaction: reactants, conditions, products, and yield. Dataset: the Open Reaction Database (ORD), a public repository of structured organic reaction records The reactants are ice, C(C1=CC=CC=C1)(=O)Cl (benzoyl chloride), NC1=C(C=CC=C1)C=1OC2=NC=CC=C2N1 (2-(2-aminophenyl)oxazolo[5,4-b]pyridine). Run in ice water, N1=CC=CC=C1 (pyridine). Run at time 10 minute. Yields the product C(C1=CC=CC=C1)(=O)NC1=C(C=CC=C1)C=1OC2=NC=CC=C2N1 (2-(2-benzoylaminophenyl)oxazolo[5,4-b]pyridine). Reaction SMILES: [NH2:1][C:2]1[CH:7]=[CH:6][CH:5]=[CH:4][C:3]=1[C:8]1[O:9][C:10]2[C:15]([N:16]=1)=[CH:14][CH:13]=[CH:12][N:11]=2.[C:17](Cl)(=[O:24])[C:18]1[CH:23]=[CH:22][CH:21]=[CH:20][CH:19]=1>N1C=CC=CC=1>[C:17]([NH:1][C:2]1[CH:7]=[CH:6][CH:5]=[CH:4][C:3]=1[C:8]1[O:9][C:10]2[C:15]([N:16]=1)=[CH:14][CH:13]=[CH:12][N:11]=2)(=[O:24])[C:18]1[CH:23]=[CH:22][CH:21]=[CH:20][CH:19]=1. Procedure details: An ice cold solution of 1 gram of 2-(2-aminophenyl)oxazolo[5,4-b]pyridine in 15 ml. of dry pyridine was treated with 1 gram of benzoyl chloride slowly. The reaction mixture was diluted with ice-water and stirred for 10 minutes and the resulting solid was collected on a filter and recrystallized from benzene to give 2-(2-benzoylaminophenyl)oxazolo[5,4-b]pyridine, m.p. 197°-198° C. Reactants: CCN(C(C)C)C(C)C (Hünig's Base), C=1C=CC2=C(C1)N=NN2O (HOBT), C(CCl)Cl (EDC), NCCN1CCCC1 (1-(2-aminoethyl)pyrrolidine), NC1=C(C=CC(=N1)NCCCN1C(=CC(=C1)C1=C(C=C(C=C1)Cl)Cl)C(=O)O)[N+](=O)[O-] (1-{3-[(6-amino-5-nitro(2-pyridyl))amino]propyl}-4-(2,4-dichlorophenyl)pyrrole-2-carboxylic acid). Run in CN(C)C=O (DMF). Run at time 12 hour. Product: NC1=C(C=CC(=N1)NCCCN1C(=CC(=C1)C1=C(C=C(C=C1)Cl)Cl)C(=O)NCCN1CCCC1)[N+](=O)[O-] ((1-{3-[(6-amino-5-nitro(2-pyridyl))amino]propyl}-4-(2,4-dichloro-phenyl)pyrrol-2-yl)-N-(2-pyrrolidinylethyl)carboxamide). Yield: 13.0%. Reaction SMILES: CCN(C(C)C)C(C)C.C1C=CC2N(O)N=NC=2C=1.C(Cl)CCl.[NH2:24][CH2:25][CH2:26][N:27]1[CH2:31][CH2:30][CH2:29][CH2:28]1.[NH2:32][C:33]1[N:38]=[C:37]([NH:39][CH2:40][CH2:41][CH2:42][N:43]2[CH:47]=[C:46]([C:48]3[CH:53]=[CH:52][C:51]([Cl:54])=[CH:50][C:49]=3[Cl:55])[CH:45]=[C:44]2[C:56](O)=[O:57])[CH:36]=[CH:35][C:34]=1[N+:59]([O-:61])=[O:60]>CN(C=O)C>[NH2:32][C:33]1[N:38]=[C:37]([NH:39][CH2:40][CH2:41][CH2:42][N:43]2[CH:47]=[C:46]([C:48]3[CH:53]=[CH:52][C:51]([Cl:54])=[CH:50][C:49]=3[Cl:55])[CH:45]=[C:44]2[C:56]([NH:24][CH2:25][CH2:26][N:27]2[CH2:31][CH2:30][CH2:29][CH2:28]2)=[O:57])[CH:36]=[CH:35][C:34]=1[N+:59]([O-:61])=[O:60]. Procedure details: Hünig's Base (2.5 eq), HOBT (1.2 eq), EDC (1.2 eq) and 1-(2-aminoethyl)pyrrolidine (1.5 eq) were added sequentially to a solution of 1-{3-[(6-amino-5-nitro(2-pyridyl))amino]propyl}-4-(2,4-dichlorophenyl)pyrrole-2-carboxylic acid (11) (1 eq) in DMF (2M) at room temperature with stirring. After 12 hours, the DMF was removed under high vacuum via a centrifugal evaporator. The residue is dissolved in EtOAc and washed with sat. aq. NaHCO3, dried (Na2SO4), filtered, and concentrated. The crude product... The reactants are C=CCOC1CCCC(CCC(CC)C(=O)OC(C)(C)C)C1, COC(C)(C)C, CCOCC, [O-][I+3]([O-])([O-])[O-], [Na+], O. Product: CCC(CCC1CCCC(OCC=O)C1)C(=O)OC(C)(C)C. Reaction SMILES: [CH2:1]([CH:2]=[CH2:3])[O:4][CH:5]1[CH2:6][CH:7]([CH2:11][CH2:12][CH:13]([C:14](=[O:15])[O:16][C:17]([CH3:18])([CH3:19])[CH3:20])[CH2:21][CH3:22])[CH2:8][CH2:9][CH2:10]1.[CH3:29][O:30][C:31]([CH3:32])([CH3:33])[CH3:34].[CH3:35][CH2:36][O:37][CH2:38][CH3:39].[I+3:23]([O-:24])([O-:25])([O-:26])[O-:27].[Na+:28].[OH2:40]>>[CH2:1]([CH:2]=[O:24])[O:4][CH:5]1[CH2:6][CH:7]([CH2:11][CH2:12][CH:13]([C:14](=[O:15])[O:16][C:17]([CH3:18])([CH3:19])[CH3:20])[CH2:21][CH3:22])[CH2:8][CH2:9][CH2:10]1. Reaction SMILES: [NH2:1][C:2]1[C:3]([NH:12][C:13](=O)[C:14]2[CH:19]=[CH:18][CH:17]=[CH:16][CH:15]=2)=[C:4]([CH:9]=[CH:10][CH:11]=1)[C:5]([O:7][CH3:8])=[O:6].C([O-])(O)=O.[Na+]>C(O)(=O)C>[C:14]1([C:13]2[NH:12][C:3]3[C:4]([C:5]([O:7][CH3:8])=[O:6])=[CH:9][CH:10]=[CH:11][C:2]=3[N:1]=2)[CH:19]=[CH:18][CH:17]=[CH:16][CH:15]=1 |f:1.2|. Procedure: A solution of 810 mg (3.0 mmol) of methyl 3-amino-2-benzoylamino-benzoate 9y in 15 ml acetic acid was heated to 125° C. for 1.5 h. The reaction was cooled and poured into ice/water. The aqueous layer was made basic with NaHCO3 and extracted with CH2Cl2. The organic solution was dried over Na2SO4 and evaporated to give 540 mg (71%) of methyl 2-phenyl-1H-benzo[d]imidazole-7-carboxylate, 9z. MS m/z (M+H+) 253.2 The reactants are ice water, NC=1C(=C(C(=O)OC)C=CC1)NC(C1=CC=CC=C1)=O (Methyl 3-Amino-2-benzoylamino-benzoate), C(=O)(O)[O-].[Na+] (NaHCO3). Yield: 71.4%. Yields the product C1(=CC=CC=C1)C1=NC2=C(N1)C(=CC=C2)C(=O)OC (methyl 2-phenyl-1H-benzo[d]imidazole-7-carboxylate). The solvent is C(C)(=O)O (acetic acid). Starting materials: N1C=CC2=CC(=CC=C12)C(C(C(=O)NC=1SC=CN1)(C)C)C1=CC=CC=C1 (3-(1H-indol-5-yl)-2,2-dimethyl-3-phenyl-N-(thiazol-2-yl)propanamide), ClS(=O)(=O)N=C=O (chlorosulfonyl isocyanate), CN(C)C=O (DMF). Run in C(C)#N (acetonitrile). Reaction conditions: temperature 0 celsius, time 1 hour. Product: C(#N)C1=CNC2=CC=C(C=C12)C(C(C(=O)NC=1SC=CN1)(C)C)C1=CC=CC=C1 (3-(3-cyano-1H-indol-5-yl)-2,2-dimethyl-3-phenyl-N-(thiazol-2-yl)propanamide). Yield: 40.3%. Reaction SMILES: [NH:1]1[C:9]2[C:4](=[CH:5][C:6]([CH:10]([C:22]3[CH:27]=[CH:26][CH:25]=[CH:24][CH:23]=3)[C:11]([CH3:21])([CH3:20])[C:12]([NH:14][C:15]3[S:16][CH:17]=[CH:18][N:19]=3)=[O:13])=[CH:7][CH:8]=2)[CH:3]=[CH:2]1.ClS([N:32]=[C:33]=O)(=O)=O.CN(C=O)C>C(#N)C>[C:33]([C:3]1[C:4]2[C:9](=[CH:8][CH:7]=[C:6]([CH:10]([C:22]3[CH:23]=[CH:24][CH:25]=[CH:26][CH:27]=3)[C:11]([CH3:21])([CH3:20])[C:12]([NH:14][C:15]3[S:16][CH:17]=[CH:18][N:19]=3)=[O:13])[CH:5]=2)[NH:1][CH:2]=1)#[N:32]. Procedure details: To a stirred solution of 3-(1H-indol-5-yl)-2,2-dimethyl-3-phenyl-N-(thiazol-2-yl)propanamide (Example 101, 25 mg, 0.067 mmol) in anhydrous acetonitrile (1 mL) was added chlorosulfonyl isocyanate (0.007 mL, 0.074 mmol) at 0° C. under argon. The reaction mixture was stirred at 0° C. for 30 min before anhydrous DMF (0.006 mL, 0.074 mmol) was added. After the reaction mixture was stirred at 0° C. for 30 min and at rt for 1 hr, it was concentrated, mixed with saturated aqueous sodium bicarbonate solu... The reactants are C1(CC1)C1=NC(=NN1)N (5-Cyclopropyl-1,2,4-triazole-3-ylamine), FC1=CC=C(C=C1)C(C(=O)OCC)C(=O)OCC (diethyl (4-fluorophenyl)malonate), C(CCC)N(CCCC)CCCC (tributylamine). Solvent: [OH-].[Na+] (NaOH), O (water). Product: C1(CC1)C1=NN2C(N=C(C(=C2O)C2=CC=C(C=C2)F)O)=N1 (2-cyclopropyl-6-(4-fluorophenyl)-[1,2,4]triazolo[1,5-a]pyrimidine-5,7-diol). RXN SMILES: [CH:1]1([C:4]2[NH:8][N:7]=[C:6]([NH2:9])[N:5]=2)[CH2:3][CH2:2]1.[F:10][C:11]1[CH:16]=[CH:15][C:14]([CH:17]([C:23](OCC)=[O:24])[C:18](OCC)=[O:19])=[CH:13][CH:12]=1.C(N(CCCC)CCCC)CCC>[OH-].[Na+].O>[CH:1]1([C:4]2[N:5]=[C:6]3[N:9]=[C:23]([OH:24])[C:17]([C:14]4[CH:15]=[CH:16][C:11]([F:10])=[CH:12][CH:13]=4)=[C:18]([OH:19])[N:7]3[N:8]=2)[CH2:3][CH2:2]1 |f:3.4|. Reported procedure: 10.2 g (81.9 mmol) 5-Cyclopropyl-1,2,4-triazole-3-ylamine, 25 g (98.3 mmol) diethyl (4-fluorophenyl)malonate and 32.2 mL (135.2 mmol) tributylamine are stirred at 180° C. for 18 hours. The solution is diluted with 120 mL 2N NaOH solution and 120 mL water and the resulting mixture is extracted three times with methyl-tert. butylether. These organic extracts are discarded. The aqueous phase is acidified to pH 1 with 2N HCl. The precipitate is collected by filtration, washed with plenty of water an... Reactants: [N+](=O)([O-])C1=CC=C(C=C1)/C(/C(=O)[O-])=C\C1=CC(OC)=C(O)C=C1 (p-nitrophenylferulate), solution, [N+](=O)([O-])C1=CC=C(C=C1)/C(/C(=O)[O-])=C\C1=CC(OC)=C(O)C=C1 (p-nitrophenylferulate), [N+](=O)([O-])C1=CC=C(C=C1)/C(/C(=O)[O-])=C\C1=CC(OC)=C(O)C=C1 (p-nitrophenylferulate), [N+](=O)([O-])C1=CC=C(C=C1)[O-] (p-nitrophenolate), solution, C(C(CO)(CO)N)O.Cl (Tris-HCl). Run in C(C)(=O)[O-].[Na+] (sodium acetate), CS(=O)C (dimethylsulfoxide), C(C)(=O)[O-].[Na+] (sodium acetate). Run at time 10 minute. Product: C1=CC(=CC=C1[N+](=O)[O-])O (p-Nitrophenol). RXN SMILES: [N+](C1C=CC(/C(=C\C2C=CC(O)=C(OC)C=2)/C([O-])=O)=CC=1)([O-])=O.C(O)C(N)(CO)CO.Cl.[N+:33]([C:36]1[CH:41]=[CH:40][C:39]([O-:42])=[CH:38][CH:37]=1)([O-:35])=[O:34]>CS(C)=O.C([O-])(=O)C.[Na+]>[CH:37]1[C:36]([N+:33]([O-:35])=[O:34])=[CH:41][CH:40]=[C:39]([OH:42])[CH:38]=1 |f:1.2,5.6|. Procedure details: A p-nitrophenylferulate stock solution was made by dissolving p-nitrophenylferulate in dimethylsulfoxide (DMSO) to constitute a 0.1 M solution. Before assay, a sample of the stock solution was diluted 100-fold in 50 mM sodium acetate pH 5.0 to make a 1 mM solution. A 100 μl volume of 1 mM p-nitrophenylferulate was mixed with each dilution of the enzyme to give a 200 □l total volume, and then incubated at 25° C. for 10 minutes. Substrate alone, enzyme alone, and buffer alone were run as controls.... Conditions: time 2 hour. The reactants are C1(=CC=CC=C1)CCCC#N (4-Phenylbutyronitrile), [N+](=O)(O)[O-] (nitric acid). Yields the product [N+](=O)([O-])C1=C(C=CC=C1)CCCC#N (4-(2-Nitrophenyl)butyronitrile). RXN SMILES: [C:1]1([CH2:7][CH2:8][CH2:9][C:10]#[N:11])[CH:6]=[CH:5][CH:4]=[CH:3][CH:2]=1.[N+:12]([O-])([OH:14])=[O:13]>>[N+:12]([C:2]1[CH:3]=[CH:4][CH:5]=[CH:6][C:1]=1[CH2:7][CH2:8][CH2:9][C:10]#[N:11])([O-:14])=[O:13]. Procedure: 4-Phenylbutyronitrile (12.7 g) was added dropwise to stirred concentrated nitric acid (55 ml) at 5°-10° C. and the mixture was stirred for 2 hours at 20°-25° C. The deep yellow solution was poured onto ice and extracted with dichloromethane. The extract was dried and evaporated and the residue was chromatographed on silica in ethyl acetate-hexane (1:4) to isolate the minor product. Starting materials: C1(=CC=CC=C1O)C (o-cresol), C([O-])([O-])=O.[K+].[K+] (potassium carbonate), COC(C=NOCC1=C(CC(=C(C1)C)C)CCl)=O (methyl(2-chloromethyl-4,5-dimethylcyclohexa-1,4-dienyl)methoxyiminoacetate). The product is COC(C=NOCC1=C(CC(=C(C1)C)C)COC1=C(C=CC=C1)C)=O (Methyl(4,5-dimethyl-2-o-tolyloxymethylcyclohexa-1,4-dienyl)methoxyiminoacetate). The yield is 97.8%. RXN SMILES: [C:1]1([CH3:8])[C:6]([OH:7])=[CH:5][CH:4]=[CH:3][CH:2]=1.C(=O)([O-])[O-].[K+].[K+].[CH3:15][O:16][C:17](=[O:32])[CH:18]=[N:19][O:20][CH2:21][C:22]1[CH2:27][C:26]([CH3:28])=[C:25]([CH3:29])[CH2:24][C:23]=1[CH2:30]Cl>>[CH3:15][O:16][C:17](=[O:32])[CH:18]=[N:19][O:20][CH2:21][C:22]1[CH2:27][C:26]([CH3:28])=[C:25]([CH3:29])[CH2:24][C:23]=1[CH2:30][O:7][C:6]1[CH:5]=[CH:4][CH:3]=[CH:2][C:1]=1[CH3:8] |f:1.2.3|. Reported procedure: 20 g of o-cresol and 40 g of potassium carbonate are added to a solution of 27.5 g of methyl(2-chloromethyl-4,5-dimethylcyclohexa-1,4-dienyl)methoxyiminoacetate. The mixture is now heated for 14 hours at 65°, cooled to room temperature and filtered with suction, and the filtrate is evaporated. The residue is taken up in 150 ml of ethyl acetate, the mixture is washed with potassium carbonate solution and filtered with suction, and the filtrate is evaporated. In this manner, 34 g of the title comp...